The task is: describe an organic reaction: reactants, conditions, products, and yield. This data is from the Open Reaction Database (ORD), a public repository of structured organic reaction records. The reactants are C(CCC)NCCCC (N,N-dibutylamine), amine, chloride salt, C(CCCC)(=O)Cl (Valeroyl chloride), C(CCC)NCCCC (dibutylamine). The solvent is C(C)OCC (diethyl ether), C(C)OCC (diethyl ether). Conditions: time 3 hour. Yields the product C(CCC)N(C(CCCC)=O)CCCC (N,N-dibutylpentanamide). Reaction SMILES: [CH2:1]([NH:5][CH2:6][CH2:7][CH2:8][CH3:9])[CH2:2][CH2:3][CH3:4].[C:10](Cl)(=[O:15])[CH2:11][CH2:12][CH2:13][CH3:14]>C(OCC)C>[CH2:1]([N:5]([CH2:6][CH2:7][CH2:8][CH3:9])[C:10](=[O:15])[CH2:11][CH2:12][CH2:13][CH3:14])[CH2:2][CH2:3][CH3:4]. Reported procedure: a round-bottom flask containing a magnetic stirring bar, diethyl ether (400 mL) and N,N-dibutylamine (37 mL, 0.22 mol, 2.2 equiv.) was cooled in ice for 30 minutes. Valeroyl chloride (12.0 mL, 0.099 mol, 1.0 equiv.) was combined with diethyl ether (75 mL) and added dropwise over 30 minutes to the stirring dibutylamine solution on ice. A white precipitate, likely the amine's chloride salt, was observed. The flask was removed from ice and stirred at room temperature for 3 h. Two 500 mL extractions... The reactants are CC(=O)O, O=C1CCC(=O)N1Cl, COc1cccc(C=O)c1O, O. Product: COc1cc(Cl)cc(C=O)c1O. Reaction SMILES: [CH3:12][C:13](=[O:14])[OH:15].[Cl:16][N:17]1[C:18](=[O:19])[CH2:20][CH2:21][C:22]1=[O:23].[O:1]=[CH:2][c:3]1[c:4]([OH:5])[c:6]([O:7][CH3:8])[cH:9][cH:10][cH:11]1.[OH2:24]>>[O:1]=[CH:2][c:3]1[c:4]([OH:5])[c:6]([O:7][CH3:8])[cH:9][c:10]([Cl:16])[cH:11]1. The product is [N+](=O)([O-])C1=CC=C(C(=O)N2CCC(CC2)OCC2=CC=C(C=C2)F)C=C1 (1-(4-Nitrobenzoyl)-4-(4-fluorobenzyloxy)-piperidine). Solvent: C(Cl)Cl (methylene chloride). Procedure: A mixture of 1.6 g of a 50% aqueous sodium hydroxide solution, 10 ml of methylene chloride, 2 g (0.008 mol) of 1-(4-nitrobenzoyl)-4-hydroxypiperidine, 2.32 g (0.012 mol) of 4-fluorobenzyl bromide and 0.15 g (4×10-4 mol) of tetrabutylammonium iodide is stirred for 5 hours at 50° C. After dilution of the reaction medium with 20 ml of water and 30 ml of methylene chloride, the organic phase is decanted, washed with water until the washings are neutral, dried (MgSO4) and evaporated in vacuo. The res... Conditions: temperature 50 celsius, time 5 hour. As a reaction SMILES: [OH-].[Na+].[N+:3]([C:6]1[CH:20]=[CH:19][C:9]([C:10]([N:12]2[CH2:17][CH2:16][CH:15]([OH:18])[CH2:14][CH2:13]2)=[O:11])=[CH:8][CH:7]=1)([O-:5])=[O:4].[F:21][C:22]1[CH:29]=[CH:28][C:25]([CH2:26]Br)=[CH:24][CH:23]=1>[I-].C([N+](CCCC)(CCCC)CCCC)CCC.C(Cl)Cl>[N+:3]([C:6]1[CH:20]=[CH:19][C:9]([C:10]([N:12]2[CH2:13][CH2:14][CH:15]([O:18][CH2:26][C:25]3[CH:28]=[CH:29][C:22]([F:21])=[CH:23][CH:24]=3)[CH2:16][CH2:17]2)=[O:11])=[CH:8][CH:7]=1)([O-:5])=[O:4] |f:0.1,4.5|. Reactants: [OH-].[Na+] (sodium hydroxide), [N+](=O)([O-])C1=CC=C(C(=O)N2CCC(CC2)O)C=C1 (1-(4-nitrobenzoyl)-4-hydroxypiperidine), FC1=CC=C(CBr)C=C1 (4-fluorobenzyl bromide). Reagents/catalysts: [I-].C(CCC)[N+](CCCC)(CCCC)CCCC (tetrabutylammonium iodide). Reactants: C(C)(C)(C)OC(NCCCOC1=CC=C(C2=CC=CC=C12)C=CCCN=[N+]=[N-])=O ({3-[4-(4-Azido-but-1-enyl)-naphthalen-1-yloxy]-propyl}-carbamic acid tert-butyl ester). The reagents and catalysts are [Pd] (Pd/C). Run in C(C)O (ethanol). The product is C(C)(C)(C)OC(NCCCOC1=CC=C(C2=CC=CC=C12)CCCCN)=O ({3-[4-(4-Amino-butyl)-naphthalen-1-yloxy]-propyl}-carbamic acid tert-butyl ester). The yield is 89.4%. Reaction SMILES: [C:1]([O:5][C:6](=[O:29])[NH:7][CH2:8][CH2:9][CH2:10][O:11][C:12]1[C:21]2[C:16](=[CH:17][CH:18]=[CH:19][CH:20]=2)[C:15]([CH:22]=[CH:23][CH2:24][CH2:25][N:26]=[N+]=[N-])=[CH:14][CH:13]=1)([CH3:4])([CH3:3])[CH3:2]>C(O)C.[Pd]>[C:1]([O:5][C:6](=[O:29])[NH:7][CH2:8][CH2:9][CH2:10][O:11][C:12]1[C:21]2[C:16](=[CH:17][CH:18]=[CH:19][CH:20]=2)[C:15]([CH2:22][CH2:23][CH2:24][CH2:25][NH2:26])=[CH:14][CH:13]=1)([CH3:2])([CH3:4])[CH3:3]. Procedure details: {3-[4-(4-Azido-but-1-enyl)-naphthalen-1-yloxy]-propyl}-carbamic acid tert-butyl ester 3.5 g was hydrogenated in ethanol with 5% Pd/C (50% wet) for 2 h. Catalyst was removed, and the filtrate was concentrated to give 2.94 g of {3-[4-(4-Amino-butyl)-naphthalen-1-yloxy]-propyl}-carbamic acid tert-butyl ester. One gram (2.66 mmol) of free amine was stirred with 1-(3,5-diamino-6-chloro-pyrazine-2-carbonyl)-2-methyl-isothiourea (1.55 g, 3.99 mmol) in dry ethanol (25 mL). Diisopropyl-ethylamine (1.39 m... Reactants: [C@H]12[C@H](NC[C@@H]2C1)CNC(C(F)(F)F)=O (N-[(1S,2S,5R)-1-(3-Aza-bicyclo[3.1.0]hex-2-yl)methyl]-2,2,2-trifluoro-acetamide), ClC=1C=C(C=CC1)C1=C(N=C(S1)C)C(=O)O (5-(3-Chloro-phenyl)-2-methyl-thiazole-4-carboxylic acid). Product: ClC=1C=C(C=CC1)C1=C(N=C(S1)C)C(=O)N1[C@@H]([C@H]2C[C@H]2C1)CNC(C(F)(F)F)=O (N-{(1S,2S,5R)-3-[5-(3-Chloro-phenyl)-2-methyl-thiazole-4-carbonyl]-3-aza-bicyclo[3.1.0]hex-2-ylmethyl}-2,2,2-trifluoro-acetamide). As a reaction SMILES: [C@H:1]12[CH2:6][C@H:5]1[CH2:4][NH:3][C@@H:2]2[CH2:7][NH:8][C:9](=[O:14])[C:10]([F:13])([F:12])[F:11].[Cl:15][C:16]1[CH:17]=[C:18]([C:22]2[S:26][C:25]([CH3:27])=[N:24][C:23]=2[C:28](O)=[O:29])[CH:19]=[CH:20][CH:21]=1>>[Cl:15][C:16]1[CH:17]=[C:18]([C:22]2[S:26][C:25]([CH3:27])=[N:24][C:23]=2[C:28]([N:3]2[CH2:4][C@H:5]3[C@H:1]([CH2:6]3)[C@H:2]2[CH2:7][NH:8][C:9](=[O:14])[C:10]([F:12])([F:11])[F:13])=[O:29])[CH:19]=[CH:20][CH:21]=1. Procedure details: prepared by reaction of N-[(1S,2S,5R)-1-(3-Aza-bicyclo[3.1.0]hex-2-yl)methyl]-2,2,2-trifluoro-acetamide with 5-(3-Chloro-phenyl)-2-methyl-thiazole-4-carboxylic acid. LC-MS (basic): tR=0.92 min; [M+H]+=444.2. Reactants: BrCc1ccccc1, CCCCCC, CN(C)C=O, [H-], [Na+], OCC1CCCC(O)C1. Yields the product OC1CCCC(COCc2ccccc2)C1. RXN SMILES: [Br:12][CH2:13][c:14]1[cH:15][cH:16][cH:17][cH:18][cH:19]1.[CH3:20][CH2:21][CH2:22][CH2:23][CH2:24][CH3:25].[CH3:26][N:27]([CH3:28])[CH:29]=[O:30].[H-:1].[Na+:2].[OH:3][CH2:4][CH:5]1[CH2:6][CH:7]([OH:11])[CH2:8][CH2:9][CH2:10]1>>[O:3]([CH2:4][CH:5]1[CH2:6][CH:7]([OH:11])[CH2:8][CH2:9][CH2:10]1)[CH2:13][c:14]1[cH:15][cH:16][cH:17][cH:18][cH:19]1. The product is CS(=O)(=O)C1=CC=C(OC=2C(=CC3=C(N=C(N3)C3=NNC=C3)C2)C2N(CCC2)C(=O)OC(C)(C)C)C=C1 (t-butyl 2-(6-(4-methanesulfonyl-phenoxy)-2-(1H-pyrazol-3-yl)-3H-benzimidazol-5-yl)-pyrrolidin-1-carboxylate). Starting materials: N1N=C(C=C1)C=O (1H-pyrazole-3-carboxaldehyde), CN(C=O)C (N,N-dimethylformamide), NC1=CC(=C(C=C1N)C1N(CCC1)C(=O)OC(C)(C)C)OC1=CC=C(C=C1)S(=O)(=O)C (t-butyl 2-(4,5-diamino-2-(4-methanesulfonyl-phenoxy)phenyl)-pyrrolidine-1-carboxylate). Reaction SMILES: [NH:1]1[CH:5]=[CH:4][C:3]([CH:6]=O)=[N:2]1.CN(C)C=O.[NH2:13][C:14]1[C:19]([NH2:20])=[CH:18][C:17]([CH:21]2[CH2:25][CH2:24][CH2:23][N:22]2[C:26]([O:28][C:29]([CH3:32])([CH3:31])[CH3:30])=[O:27])=[C:16]([O:33][C:34]2[CH:39]=[CH:38][C:37]([S:40]([CH3:43])(=[O:42])=[O:41])=[CH:36][CH:35]=2)[CH:15]=1>C(OCC)(=O)C>[CH3:43][S:40]([C:37]1[CH:38]=[CH:39][C:34]([O:33][C:16]2[C:17]([CH:21]3[CH2:25][CH2:24][CH2:23][N:22]3[C:26]([O:28][C:29]([CH3:30])([CH3:32])[CH3:31])=[O:27])=[CH:18][C:19]3[NH:20][C:6]([C:3]4[CH:4]=[CH:5][NH:1][N:2]=4)=[N:13][C:14]=3[CH:15]=2)=[CH:35][CH:36]=1)(=[O:42])=[O:41]. The solvent is C(C)(=O)OCC (ethyl acetate). Reported procedure: 10.0 mg of 1H-pyrazole-3-carboxaldehyde was added to an N,N-dimethylformamide (1 ml) solution of 49.0 mg of t-butyl 2-(4,5-diamino-2-(4-methanesulfonyl-phenoxy)-phenyl)-pyrrolidine-1-carboxylate obtained in Example 306 (step 3), and the reaction liquid was stirred overnight at 90° C. After cooled, the reaction liquid was diluted with ethyl acetate, washed with saturated saline, and dried with anhydrous magnesium sulfate. The solvent was evaporated away under reduced pressure, and the resulting r... Reaction conditions: temperature 90 celsius, time 8 hour. Starting materials: CN(C)S(=O)(=O)c1ccccc1Nc1nc(Cl)ncc1Cl, COc1cc2c(cc1N)CCN(CCO)CC2. Yields the product COc1cc2c(cc1Nc1ncc(Cl)c(Nc3ccccc3S(=O)(=O)N(C)C)n1)CCN(CCO)CC2. RXN SMILES: [Cl:1][c:2]1[n:3][cH:4][c:5]([Cl:21])[c:6]([NH:8][c:9]2[c:10]([S:15](=[O:16])(=[O:17])[N:18]([CH3:19])[CH3:20])[cH:11][cH:12][cH:13][cH:14]2)[n:7]1.[NH2:22][c:23]1[cH:24][c:25]2[c:26]([cH:35][c:36]1[O:37][CH3:38])[CH2:27][CH2:28][N:29]([CH2:32][CH2:33][OH:34])[CH2:30][CH2:31]2>>[c:2]1([NH:22][c:23]2[cH:24][c:25]3[c:26]([cH:35][c:36]2[O:37][CH3:38])[CH2:27][CH2:28][N:29]([CH2:32][CH2:33][OH:34])[CH2:30][CH2:31]3)[n:3][cH:4][c:5]([Cl:21])[c:6]([NH:8][c:9]2[c:10]([S:15](=[O:16])(=[O:17])[N:18]([CH3:19])[CH3:20])[cH:11][cH:12][cH:13][cH:14]2)[n:7]1. The reactants are CCCC(=O)C1C(=O)N(C)C(=O)N(C)C1=O, C=CCON, CCO. The product is C=CCONC(CCC)=C1C(=O)N(C)C(=O)N(C)C1=O. RXN SMILES: [C:1]([CH2:2][CH2:3][CH3:4])(=[O:5])[CH:6]1[C:7](=[O:16])[N:8]([CH3:15])[C:9](=[O:14])[N:10]([CH3:13])[C:11]1=[O:12].[CH2:17]([CH:18]=[CH2:19])[O:20][NH2:21].[CH3:22][CH2:23][OH:24]>>[C:1]([CH2:2][CH2:3][CH3:4])(=[C:6]1[C:7](=[O:16])[N:8]([CH3:15])[C:9](=[O:14])[N:10]([CH3:13])[C:11]1=[O:12])[NH:21][O:20][CH2:17][CH:18]=[CH2:19]. Yields the product O=C(Cl)N1CC(Oc2cccc(Br)c2)C1. Starting materials: Brc1cccc(OC2CN(C(c3ccccc3)c3ccccc3)C2)c1, O=C([O-])[O-], ClCCl, O=C(Cl)Cl, [K+], [K+]. As a reaction SMILES: [Br:11][c:12]1[cH:13][c:14]([O:15][CH:16]2[CH2:17][N:18]([CH:20]([c:21]3[cH:22][cH:23][cH:24][cH:25][cH:26]3)[c:27]3[cH:28][cH:29][cH:30][cH:31][cH:32]3)[CH2:19]2)[cH:33][cH:34][cH:35]1.[C:5](=[O:6])([O-:7])[O-:8].[CH2:36]([Cl:37])[Cl:38].[Cl:1][C:2]([Cl:3])=[O:4].[K+:10].[K+:9]>>[Cl:1][C:2](=[O:4])[N:18]1[CH2:17][CH:16]([O:15][c:14]2[cH:13][c:12]([Br:11])[cH:35][cH:34][cH:33]2)[CH2:19]1.